From a dataset of the Open Reaction Database (ORD), a public repository of structured organic reaction records. describe an organic reaction: reactants, conditions, products, and yield Reactants: CCOP(=O)(CC#N)OCC, O=C1CC(OCc2ccccc2)C1, CC(C)(C)[O-], [K+], C1CCOC1. Product: N#CC=C1CC(OCc2ccccc2)C1. As a reaction SMILES: [C:7](#[N:8])[CH2:9][P:10](=[O:11])([O:12][CH2:13][CH3:14])[O:15][CH2:16][CH3:17].[CH2:18]([c:19]1[cH:20][cH:21][cH:22][cH:23][cH:24]1)[O:25][CH:26]1[CH2:27][C:28](=[O:30])[CH2:29]1.[CH3:1][C:2]([CH3:3])([O-:4])[CH3:5].[K+:6].[O:31]1[CH2:32][CH2:33][CH2:34][CH2:35]1>>[C:7](#[N:8])[CH:9]=[C:28]1[CH2:27][CH:26]([O:25][CH2:18][c:19]2[cH:20][cH:21][cH:22][cH:23][cH:24]2)[CH2:29]1. The product is COC(C(CCCCN)NC(CNC(C1=C(C=C(C=C1)Br)NC1(C(NC2=CC(=CC=C12)Cl)=O)CC1=CC(=CC=C1)Cl)=O)=O)=O (rac-(S)-6-Amino-2-(2-{4-bromo-2-[6-chloro-3-(3-chloro-benzyl)-2-oxo-2,3-dihydro-1H-indol-3-ylamino]-benzoylamino}-acetylamino)-hexanoic acid methyl ester). RXN SMILES: [CH3:1][O:2][C:3](=[O:52])[CH:4]([NH:18][C:19](=[O:51])[CH2:20][NH:21][C:22](=[O:50])[C:23]1[CH:28]=[CH:27][C:26]([Br:29])=[CH:25][C:24]=1[NH:30][C:31]1([CH2:42][C:43]2[CH:48]=[CH:47][CH:46]=[C:45]([Cl:49])[CH:44]=2)[C:39]2[C:34](=[CH:35][C:36]([Cl:40])=[CH:37][CH:38]=2)[NH:33][C:32]1=[O:41])[CH2:5][CH2:6][CH2:7][CH:8](N)[NH:9]C(OC(C)(C)C)=O>C(O)(C(F)(F)F)=O>[CH3:1][O:2][C:3](=[O:52])[CH:4]([NH:18][C:19](=[O:51])[CH2:20][NH:21][C:22](=[O:50])[C:23]1[CH:28]=[CH:27][C:26]([Br:29])=[CH:25][C:24]=1[NH:30][C:31]1([CH2:42][C:43]2[CH:48]=[CH:47][CH:46]=[C:45]([Cl:49])[CH:44]=2)[C:39]2[C:34](=[CH:35][C:36]([Cl:40])=[CH:37][CH:38]=2)[NH:33][C:32]1=[O:41])[CH2:5][CH2:6][CH2:7][CH2:8][NH2:9]. Reported procedure: The rac-(S)-6-Amino-2-(2-{4-bromo-2-[6-chloro-3-(3-chloro-benzyl)-2-oxo-2,3-dihydro-1H-indol-3-ylamino]-benzoylamino}-acetylamino)-6-tert-butoxycarbonylamino-hexanoic acid methyl ester (200 mg, 0.25 mmol) in 5 mL of TFA was stirred at room temperature for 0.5 hour, and concentrated in vacuo. The residue was added by 10 mL of DCM, then rinsed with 20 mL of water. The organic layer was dried over Na2SO4, and concentrated in vacuo, then purified by flash column chromatopgraphy to 146 mg white solid... The reactants are COC(C(CCCC(NC(=O)OC(C)(C)C)N)NC(CNC(C1=C(C=C(C=C1)Br)NC1(C(NC2=CC(=CC=C12)Cl)=O)CC1=CC(=CC=C1)Cl)=O)=O)=O (rac-(S)-6-Amino-2-(2-{4-bromo-2-[6-chloro-3-(3-chloro-benzyl)-2-oxo-2,3-dihydro-1H-indol-3-ylamino]-benzoylamino}-acetylamino)-6-tert-butoxycarbonylamino-hexanoic acid methyl ester). Run in C(=O)(C(F)(F)F)O (TFA). The reactants are COC1=NC=C(C(=N1)OC)C=1C(=CC(=C(C=O)C1)OC)OC (5-(2,4-dimethoxy-pyrimidin-5-yl)-2,4-dimethoxy-benzaldehyde), C(C)(=O)C1=CC=C(C(=O)O)C=C1 (4-acetylbenzoic acid). The product is COC1=NC=C(C(=N1)OC)C=1C(=CC(=C(C1)/C=C/C(=O)C1=CC=C(C(=O)O)C=C1)OC)OC (4-{3E-[5-(2,4-Dimethoxy-pyrimidin-5-yl)-2,4-dimethoxy-phenyl]-acryloyl}-benzoic acid). Isolated yield 22.0%. Reaction SMILES: [CH3:1][O:2][C:3]1[N:8]=[C:7]([O:9][CH3:10])[C:6]([C:11]2[C:12]([O:21][CH3:22])=[CH:13][C:14]([O:19][CH3:20])=[C:15]([CH:18]=2)[CH:16]=O)=[CH:5][N:4]=1.[C:23]([C:26]1[CH:34]=[CH:33][C:29]([C:30]([OH:32])=[O:31])=[CH:28][CH:27]=1)(=[O:25])[CH3:24]>>[CH3:1][O:2][C:3]1[N:8]=[C:7]([O:9][CH3:10])[C:6]([C:11]2[C:12]([O:21][CH3:22])=[CH:13][C:14]([O:19][CH3:20])=[C:15](/[CH:16]=[CH:24]/[C:23]([C:26]3[CH:34]=[CH:33][C:29]([C:30]([OH:32])=[O:31])=[CH:28][CH:27]=3)=[O:25])[CH:18]=2)=[CH:5][N:4]=1. Reported procedure: The title compound was prepared by condensing 5-(2,4-dimethoxy-pyrimidin-5-yl)-2,4-dimethoxy-benzaldehyde (Ex-38A) and 4-acetylbenzoic acid in a similar manner as described in Ex-3. Yellow solid, mp 203–205° C., 22% yield. 1H-NMR (DMSO-d6) δ 8.11–9.15 (m, 3H), 7.99–8.06 (m, 3H), 7.88 (s, 1H), 7.76 (d, J=17 Hz, 1H), 6.76 (s, 1H), 3.96 (s, 3H), 3.90 (s, 3H), 3.83 (s, 3H) 3.81 (s, 3H). MS m/z=451 ([M+H]+). HRMS (ES+) Calcd. for C24H22N2O7: 451.1505. Found: 451.1524. Reactants: ClC=1C=C(C=CC1Cl)[C@H]1[C@@H](CN(CCO1)C(=O)OC(C)(C)C)CNS(=O)(=O)C (tert-butyl (6S,7R)-7-(3,4-dichlorophenyl)-6-{[(methylsulfonyl)amino]methyl}-1,4-oxazepane-4-carboxylate), C(C)(=O)OCC.Cl (hydrogen chloride-ethyl acetate). Solvent: C(C)O (ethanol). Run at time 2 hour. Product: Cl.ClC=1C=C(C=CC1Cl)[C@H]1[C@@H](CNCCO1)CNS(=O)(=O)C (N-{[(6S,7R)-7-(3,4-dichlorophenyl)-1,4-oxazepan-6-yl]methyl}methanesulfonamide monohydrochloride). Yield: 156.5%. Reaction SMILES: [Cl:1][C:2]1[CH:3]=[C:4]([C@@H:9]2[O:15][CH2:14][CH2:13][N:12](C(OC(C)(C)C)=O)[CH2:11][C@H:10]2[CH2:23][NH:24][S:25]([CH3:28])(=[O:27])=[O:26])[CH:5]=[CH:6][C:7]=1[Cl:8].C(OCC)(=O)C.Cl>C(O)C>[ClH:1].[Cl:1][C:2]1[CH:3]=[C:4]([C@@H:9]2[O:15][CH2:14][CH2:13][NH:12][CH2:11][C@H:10]2[CH2:23][NH:24][S:25]([CH3:28])(=[O:26])=[O:27])[CH:5]=[CH:6][C:7]=1[Cl:8] |f:1.2,4.5|. Procedure: To a solution of tert-butyl (6S,7R)-7-(3,4-dichlorophenyl)-6-{[(methylsulfonyl)amino]methyl}-1,4-oxazepane-4-carboxylate (162 mg) in ethanol (0.5 mL) was added 4.0 M hydrogen chloride-ethyl acetate solution (3 mL), and the mixture was stirred at room temperature for 2 hr. The solvent was evaporated under reduced pressure. The obtained crystals were recrystallized from ethanol-water to give the title compound (109 mg) as colorless crystals. Starting materials: FC(C(=O)O)(F)F (Trifluoroacetic acid), CSC(C[C@@H](C(=O)OC(C)(C)C)NC(CCC=C)=O)=O ((S)-tert-butyl 4-(methylthio)-4-oxo-2-(pent-4-enamido)butanoate). Solvent: ClCCl (dichloromethane). Run at time 6.5 hour. The product is CSC(C[C@@H](C(=O)O)NC(CCC=C)=O)=O ((S)-4-(methylthio)-4-oxo-2-(pent-4-enamido)butanoic acid). The yield is 83.1%. As a reaction SMILES: FC(F)(F)C(O)=O.[CH3:8][S:9][C:10](=[O:27])[CH2:11][C@H:12]([NH:20][C:21](=[O:26])[CH2:22][CH2:23][CH:24]=[CH2:25])[C:13]([O:15]C(C)(C)C)=[O:14]>ClCCl>[CH3:8][S:9][C:10](=[O:27])[CH2:11][C@H:12]([NH:20][C:21](=[O:26])[CH2:22][CH2:23][CH:24]=[CH2:25])[C:13]([OH:15])=[O:14]. Procedure: Trifluoroacetic acid (0.684 ml, 9.20 mmol) was added to a solution of (S)-tert-butyl 4-(methylthio)-4-oxo-2-(pent-4-enamido)butanoate (Compound 1e-IA, 69.3 mg, 0.23 mmol) in dichloromethane (1.2 ml), and the mixture was stirred at room temperature for 6.5 hours. The reaction mixture was then concentrated under reduced pressure, and the residue was purified by reverse-phase silica gel column chromatography (10 mM aqueous ammonium acetate solution/methanol=100/0→60/40) to afford (S)-4-(methylthio)... The reactants are CN(C)C=O (DMF), C1=C(C=CC2=CC(=CC=C12)O)O (Naphthalene-2,6-diol), [H-].[Na+] (NaH), CN(C)C=O (DMF), S(=O)(=O)(OC)OC (Dimethyl sulfate). Conditions: temperature -78 celsius, time 2 hour. Yields the product COC1=CC2=CC=C(C=C2C=C1)OC (2,6-dimethoxy-naphthalene). Yield: 85.1%. Reaction SMILES: [CH:1]1[C:10]2[C:5](=[CH:6][C:7]([OH:11])=[CH:8][CH:9]=2)[CH:4]=[CH:3][C:2]=1O.[H-].[Na+].S([O:20][CH3:21])(OC)(=O)=O.[CH3:22]N(C=O)C>>[CH3:22][O:11][C:7]1[CH:8]=[CH:9][C:10]2[C:5](=[CH:4][CH:3]=[C:2]([O:20][CH3:21])[CH:1]=2)[CH:6]=1 |f:1.2|. Reported procedure: Naphthalene-2,6-diol (16.0 g, 0.1 mol) and NaH (6.0 g, 0.25 mol) was combined together in a 500 mL flask under argon. The mixture was cooled to −78° C. before the addition of anhydrous DMF (200 mL) by injection. The mixture emitted a significant amount o gas. Stirring was continued at room temperature for 2 hours. Dimethyl sulfate (31.5 g, 0.25 mol) was added dropwise after the mixture was cooled to −78° C. again. The reaction was continued overnight at room temperature before 200 mL of anhydrou... Starting materials: [I-].[Na+] (sodium iodide), BrC(CCC1=CC=C(C=C1)[N+](=O)[O-])CBr (1-(3,4-dibromobutyl)-4-nitrobenzene), S(=S)(=O)([O-])[O-].[Na+].[Na+] (sodium thiosulphate), II (iodine). Solvent: CC(=O)C (acetone), C(C)OCC (diethyl ether), O (water). Product: C(CC=C)C1=CC=C(C=C1)[N+](=O)[O-] (1-(3-butenyl)-4-nitrobenzene). Yield: 89.1%. Reaction SMILES: [I-].[Na+].Br[CH:4]([CH2:16]Br)[CH2:5][CH2:6][C:7]1[CH:12]=[CH:11][C:10]([N+:13]([O-:15])=[O:14])=[CH:9][CH:8]=1.II.S([O-])([O-])(=O)=S.[Na+].[Na+]>C(OCC)C.O.CC(C)=O>[CH2:6]([C:7]1[CH:12]=[CH:11][C:10]([N+:13]([O-:15])=[O:14])=[CH:9][CH:8]=1)[CH2:5][CH:4]=[CH2:16] |f:0.1,4.5.6|. Reported procedure: A mixture of 52.1 g of sodium iodide, 300 ml of acetone and 28.6 g of 1-(3,4-dibromobutyl)-4-nitrobenzene was stirred under reflux for 3.5 hours. After cooling the brown suspension was freed from solvent in vacuo and the brown residue was taken up in diethyl ether and water. The separated iodine was reduced by adding solid sodium thiosulphate. The colourless ether solutions were washed with water, dried with sodium sulphate and concentrated in vacuo. The residue (14.9 g) was distilled in a high ... As a reaction SMILES: [N:1]12[CH2:7][C:4]([C:8]([C:17]3[CH:22]=[CH:21][CH:20]=[CH:19][CH:18]=3)([C:11]3[CH:16]=[CH:15][CH:14]=[CH:13][CH:12]=3)[C:9]#[N:10])([CH2:5][CH2:6]1)[CH2:3][CH2:2]2.[C:23]1([CH2:29][O:30][CH2:31][CH2:32][Br:33])[CH:28]=[CH:27][CH:26]=[CH:25][CH:24]=1>>[Br-:33].[C:9]([C:8]([C:17]1[CH:22]=[CH:21][CH:20]=[CH:19][CH:18]=1)([C:11]1[CH:12]=[CH:13][CH:14]=[CH:15][CH:16]=1)[C:4]12[CH2:7][N+:1]([CH2:32][CH2:31][O:30][CH2:29][C:23]3[CH:28]=[CH:27][CH:26]=[CH:25][CH:24]=3)([CH2:6][CH2:5]1)[CH2:2][CH2:3]2)#[N:10] |f:2.3|. Procedure details: Following the general procedure outlined in Example 24, 1-azabicyclo[2.2.1]hept-4-yl(diphenyl)acetonitrile (0.044 g, 0.152 mmol) and 2-bromoethyl phenylmethyl ether (0.040 mL, 0.253 mmol) in 2CH3CN/3CHCl3 (3.5 mL) were reacted to give the desired product (0.0281 g, 37.0%). EI-MS m/z 423 (M+) Rt (2.02 min). Run in 2CH3CN/3CHCl3. The reactants are N12CCC(CC1)(C2)C(C#N)(C2=CC=CC=C2)C2=CC=CC=C2 (1-azabicyclo[2.2.1]hept-4-yl(diphenyl)acetonitrile), C1(=CC=CC=C1)COCCBr (2-bromoethyl phenylmethyl ether). Isolated yield 36.7%. Product: [Br-].C(#N)C(C12CC[N+](CC1)(C2)CCOCC2=CC=CC=C2)(C2=CC=CC=C2)C2=CC=CC=C2 (4-[cyano(diphenyl)methyl]-1-{2-[(phenylmethyl)oxy]ethyl}-1-azoniabicyclo[2.2.1]heptane bromide).